Dataset: the Open Reaction Database (ORD), a public repository of structured organic reaction records. Task: describe an organic reaction: reactants, conditions, products, and yield The reactants are NC1=C2C(=NC=N1)N(N=C2C=2OC(=CC2)[N+](=O)[O-])C (4-amino-1-methyl-3-(5-nitro-2-furyl)-1H-pyrazolo [3,4-d]pyrimidine), OO (hydrogen peroxide). Solvent: C(C)(=O)O (acetic acid). Run at time 3 day. Product: NC1=C2C(=NC=[N+]1[O-])N(N=C2C=2OC(=CC2)[N+](=O)[O-])C (4-amino-1-methyl-3-(5-nitro-2-furyl)-1H-pyrazolo [3,4-d]pyrimidin-5-oxide). As a reaction SMILES: [NH2:1][C:2]1[N:7]=[CH:6][N:5]=[C:4]2[N:8]([CH3:19])[N:9]=[C:10]([C:11]3[O:12][C:13]([N+:16]([O-:18])=[O:17])=[CH:14][CH:15]=3)[C:3]=12.[OH:20]O>C(O)(=O)C>[NH2:1][C:2]1[N+:7]([O-:20])=[CH:6][N:5]=[C:4]2[N:8]([CH3:19])[N:9]=[C:10]([C:11]3[O:12][C:13]([N+:16]([O-:18])=[O:17])=[CH:14][CH:15]=3)[C:3]=12. Procedure details: A mixture of 2.0 grams of 4-amino-1-methyl-3-(5-nitro-2-furyl)-1H-pyrazolo [3,4-d]pyrimidine dissolved in 100 millilitres of glacial acetic acid and 10 millilitres of 30% w/v hydrogen peroxide solution (100 volumes) was allowed to stand at room temperature for 3 days. The reaction mixture was evaporated to dryness and the solid product was collected, washed with acetic acid and dried. Recrystallisation from water gave 4-amino-1-methyl-3-(5-nitro-2-furyl)-1H-pyrazolo [3,4-d]pyrimidin-5-oxide, hav... The yield is 91.5%. Yields the product FC1=C(C(=CC=C1[N+](=O)[O-])F)C1=CC=C(C=C1)C(=O)OCC (ethyl 2′,6′-difluoro-3′-nitrobiphenyl-4-carboxylate). Reagents/catalysts: C=1C=CC(=CC1)/C=C/C(=O)/C=C/C2=CC=CC=C2.C=1C=CC(=CC1)/C=C/C(=O)/C=C/C2=CC=CC=C2.[Pd] (Pd(dba)2). The solvent is C1CCOC1 (THF), C1CCOC1 (THF). Reaction conditions: temperature 25 celsius. Starting materials: [NH4+].[Cl-] (NH4Cl), FC1=C(C=CC(=C1)F)[N+](=O)[O-] (2,4-difluoronitrobenzene), IC1=CC=C(C(=O)OCC)C=C1 (ethyl 4-iodobenzoate), [Li+].[Cl-] (LiCl). Procedure details: 2,4-Difluoro-1-nitrobenzene 15 (159 mg, 1.0 mmol) in THF (2 mL) was added to a solution of TMPZnCl.LiCl (2) (1.3 M in THF, 0.85 mL, 1.1 mmol) at 25° C. and the reaction mixture was then stirred at this temperature for 45 min according to TP 2. Pd(dba)2 (17 mg, 3 mol %) and P(o-furyl)3 (14 mg, 6 mol %) dissolved in THF (2 mL), followed by the addition of ethyl 4-iodobenzoate (359 g, 1.3 mmol), were then transferred via cannula at -20° C. The resulting mixture was allowed to warm up slowly to 25° ... RXN SMILES: [F:1][C:2]1[CH:7]=[C:6]([F:8])[CH:5]=[CH:4][C:3]=1[N+:9]([O-:11])=[O:10].[Li+].[Cl-].I[C:15]1[CH:25]=[CH:24][C:18]([C:19]([O:21][CH2:22][CH3:23])=[O:20])=[CH:17][CH:16]=1.[NH4+].[Cl-]>C1COCC1.C1C=CC(/C=C/C(/C=C/C2C=CC=CC=2)=O)=CC=1.C1C=CC(/C=C/C(/C=C/C2C=CC=CC=2)=O)=CC=1.[Pd]>[F:1][C:2]1[C:3]([N+:9]([O-:11])=[O:10])=[CH:4][CH:5]=[C:6]([F:8])[C:7]=1[C:15]1[CH:25]=[CH:24][C:18]([C:19]([O:21][CH2:22][CH3:23])=[O:20])=[CH:17][CH:16]=1 |f:1.2,4.5,7.8.9|. Starting materials: ClCCCC(OCC)(OCC)C1=CC=2CC3=CC(=CC=C3OC2C=C1)C(CCCCl)(OCC)OCC (2,7-bis(4-chloro-1,1-diethoxybutyl)xanthene), [I-].[K+] (potassium iodide), N1CCOCC1 (morpholine). Run in O1CCCC1 (tetrahydrofuran). Run at temperature 110 celsius. Yields the product O1CCN(CC1)CCCC(=O)C1=CC=2CC3=CC(=CC=C3OC2C=C1)C(CCCN1CCOCC1)=O (2,7-BIS(4-MORPHOLINOBUTYRYL)XANTHENE). Reaction SMILES: Cl[CH2:2][CH2:3][CH2:4][C:5]([C:12]1[CH:25]=[CH:24][C:23]2[O:22][C:21]3[C:16](=[CH:17][C:18]([C:26](OCC)([O:31]CC)[CH2:27][CH2:28][CH2:29]Cl)=[CH:19][CH:20]=3)[CH2:15][C:14]=2[CH:13]=1)(OCC)[O:6]CC.[I-].[K+].[NH:39]1[CH2:44][CH2:43][O:42][CH2:41][CH2:40]1>O1CCCC1>[O:42]1[CH2:43][CH2:44][N:39]([CH2:2][CH2:3][CH2:4][C:5]([C:12]2[CH:25]=[CH:24][C:23]3[O:22][C:21]4[C:16](=[CH:17][C:18]([C:26](=[O:31])[CH2:27][CH2:28][CH2:29][N:39]5[CH2:44][CH2:43][O:42][CH2:41][CH2:40]5)=[CH:19][CH:20]=4)[CH2:15][C:14]=3[CH:13]=2)=[O:6])[CH2:40][CH2:41]1 |f:1.2|. Procedure: A mixture of 43.2 g (0.08 mole) 2,7-bis(4-chloro-1,1-diethoxybutyl)xanthene, 2 g. of potassium iodide, 100 ml. of morpholine and 100 ml. tetrahydrofuran was heated for 24 hours with stirring in a Paar bomb at 110°C. After cooling, the mixture was filtered and the filtrate was evaporated to dryness. The residue was cooled, dissolved in 300 ml. of 10% HCl and refluxed for 1 hour. The solution was cooled, filtered, the filtrate made alkaline, and extracted with chloroform. The chloroform extract wa... Starting materials: C(C)(C)(C)C=1C=CC(=C(C1)C=1N([C@@H]([C@@H](N1)C1=CC=C(C=C1)Cl)C1=CC=C(C=C1)Cl)C(=O)Cl)OCC ((4S,5R)-2-(5-tert-butyl-2-ethoxy-phenyl)-4,5-bis-(4-chloro-phenyl)-4,5-dihydro-imidazole-1-carbonyl chloride), N1(CCOCC1)C(CN1CCNCC1)=O (1-morpholin-4-yl-2-piperazin-1-yl-ethanone). Yields the product Cl.C(C)(C)(C)C=1C=CC(=C(C1)C=1N([C@@H]([C@@H](N1)C1=CC=C(C=C1)Cl)C1=CC=C(C=C1)Cl)C(=O)N1CCN(CC1)CC(=O)N1CCOCC1)OCC (2-{4-[(4S,5R)-2-(5-tert-Butyl-2-ethoxy-phenyl)-4,5-bis-(4-chloro-phenyl)-4,5-dihydro-imidazole-1-carbonyl]-piperazin-1-yl}-1-morpholin-4-yl-ethanone hydrochloride). Reaction SMILES: [C:1]([C:5]1[CH:6]=[CH:7][C:8]([O:33][CH2:34][CH3:35])=[C:9]([C:11]2[N:12]([C:30](Cl)=[O:31])[C@H:13]([C:23]3[CH:28]=[CH:27][C:26]([Cl:29])=[CH:25][CH:24]=3)[C@H:14]([C:16]3[CH:21]=[CH:20][C:19]([Cl:22])=[CH:18][CH:17]=3)[N:15]=2)[CH:10]=1)([CH3:4])([CH3:3])[CH3:2].[N:36]1([C:42](=[O:50])[CH2:43][N:44]2[CH2:49][CH2:48][NH:47][CH2:46][CH2:45]2)[CH2:41][CH2:40][O:39][CH2:38][CH2:37]1>>[ClH:22].[C:1]([C:5]1[CH:6]=[CH:7][C:8]([O:33][CH2:34][CH3:35])=[C:9]([C:11]2[N:12]([C:30]([N:47]3[CH2:48][CH2:49][N:44]([CH2:43][C:42]([N:36]4[CH2:37][CH2:38][O:39][CH2:40][CH2:41]4)=[O:50])[CH2:45][CH2:46]3)=[O:31])[C@H:13]([C:23]3[CH:24]=[CH:25][C:26]([Cl:29])=[CH:27][CH:28]=3)[C@H:14]([C:16]3[CH:21]=[CH:20][C:19]([Cl:22])=[CH:18][CH:17]=3)[N:15]=2)[CH:10]=1)([CH3:2])([CH3:4])[CH3:3] |f:2.3|. Procedure: 2-{4-[(4S,5R)-2-(5-tert-Butyl-2-ethoxy-phenyl)-4,5-bis-(4-chloro-phenyl)-4,5-dihydro-imidazole-1-carbonyl]-piperazin-1-yl}-1-morpholin-4-yl-ethanone hydrochloride was prepared from (4S,5R)-2-(5-tert-butyl-2-ethoxy-phenyl)-4,5-bis-(4-chloro-phenyl)-4,5-dihydro-imidazole-1-carbonyl chloride (example 12d) and 1-morpholin-4-yl-2-piperazin-1-yl-ethanone (Oakwood Products) in an analogous manner as described in example 25. LR-MS: 706.4 [(M+H)+] Starting materials: COC(C1=NC=2NCCCC2C=C1C=O)OC (2-(dimethoxymethyl)-5,6,7,8-tetrahydro-1,8-naphthyridine-3-carbaldehyde), COC(C1=NC=2NCCCC2C=C1C=O)OC (2-(dimethoxymethyl)-5,6,7,8-tetrahydro-1,8-naphthyridine-3-carbaldehyde), [BH4-].[Na+] (NaBH4). Solvent: CO (MeOH), C(Cl)Cl (DCM). Reaction conditions: time 30 minute. Product: COC(C1=NC=2NCCCC2C=C1CO)OC ((2-(dimethoxymethyl)-5,6,7,8-tetrahydro-1,8-naphthyridin-3-yl)methanol). Reaction SMILES: [CH3:1][O:2][CH:3]([O:16][CH3:17])[C:4]1[C:13]([CH:14]=[O:15])=[CH:12][C:11]2[CH2:10][CH2:9][CH2:8][NH:7][C:6]=2[N:5]=1.[BH4-].[Na+]>CO.C(Cl)Cl>[CH3:17][O:16][CH:3]([O:2][CH3:1])[C:4]1[C:13]([CH2:14][OH:15])=[CH:12][C:11]2[CH2:10][CH2:9][CH2:8][NH:7][C:6]=2[N:5]=1 |f:1.2|. Procedure details: To a solution of 2-(dimethoxymethyl)-5,6,7,8-tetrahydro-1,8-naphthyridine-3-carbaldehyde (intermediate 41, 10 g, 38.2 mmol) in MeOH (120 ml) and DCM (60 ml) was added NaBH4 (1.16 g, 30.6 mmol). The reaction mixture was stirred at room temperature for 30 min, then slowly quenched with sat. aq. NH4Cl and concentrated until the organic solvents had been mostly removed. The resulting mixture was extracted with DCM (4×). The combined organic phases were dried over Starting materials: N1N=CC=C1 (pyrazole), ClC=1N=C(C2=C(N1)SC(=C2)Cl)NCC2=CC1=C(C=C2)OCCO1 (2,6-dichloro-4-(3,4-ethylendioxybenzylamino)-thieno-[2,3-d]-pyrimidine). Yields the product N1(N=CC=C1)C=1N=C(C2=C(N1)SC(=C2)Cl)NCC2=CC1=C(C=C2)OCCO1 (2-(pyrazol-1-yl)-6-chloro-4-(3,4-ethylendioxybenzylamino)-thieno-[2,3-d]-pyrimidine). Procedure details: Following the procedure of Example 97, the reaction of pyrazole with 2,6-dichloro-4-(3,4-ethylendioxybenzylamino)-thieno-[2,3-d]-pyrimidine gives 2-(pyrazol-1-yl)-6-chloro-4-(3,4-ethylendioxybenzylamino)-thieno-[2,3-d]-pyrimidine. RXN SMILES: [NH:1]1[CH:5]=[CH:4][CH:3]=[N:2]1.Cl[C:7]1[N:8]=[C:9]([NH:17][CH2:18][C:19]2[CH:24]=[CH:23][C:22]3[O:25][CH2:26][CH2:27][O:28][C:21]=3[CH:20]=2)[C:10]2[CH:15]=[C:14]([Cl:16])[S:13][C:11]=2[N:12]=1>>[N:1]1([C:7]2[N:8]=[C:9]([NH:17][CH2:18][C:19]3[CH:24]=[CH:23][C:22]4[O:25][CH2:26][CH2:27][O:28][C:21]=4[CH:20]=3)[C:10]3[CH:15]=[C:14]([Cl:16])[S:13][C:11]=3[N:12]=2)[CH:5]=[CH:4][CH:3]=[N:2]1. Reactants: BrCCS(=O)(=O)C1=CC=CC=C1 ([(2-bromoethyl)sulfonyl]benzene), C(C)OCCN1C(=NC=2C1=NC=CC2)NC2CCNCC2 (3-(2-ethoxyethyl)-N-(4-piperidinyl)-3H-imidazo[4,5-b]pyridin-2-amine), C(O)([O-])=O.[Na+] (sodium hydrogen carbonate). Run in C(C)O (ethanol). Run at time 2 hour. Yields the product O.C(C)OCCN1C(=NC=2C1=NC=CC2)NC2CCN(CC2)CCS(=O)(=O)C2=CC=CC=C2.C(C)OCCN2C(=NC=1C2=NC=CC1)NC1CCN(CC1)CCS(=O)(=O)C1=CC=CC=C1 (3-(2-ethoxyethyl)-N-[1-[2-(phenylsulfonyl)ethyl]-4-piperidinyl]-3H-imidazo-[4,5-b]pyridin-2-amine hemihydrate). Isolated yield 37.1%. Reaction SMILES: Br[CH2:2][CH2:3][S:4]([C:7]1[CH:12]=[CH:11][CH:10]=[CH:9][CH:8]=1)(=[O:6])=[O:5].[CH2:13]([O:15][CH2:16][CH2:17][N:18]1[C:22]2=[N:23][CH:24]=[CH:25][CH:26]=[C:21]2[N:20]=[C:19]1[NH:27][CH:28]1[CH2:33][CH2:32][NH:31][CH2:30][CH2:29]1)[CH3:14].C(=O)([O-])O.[Na+]>C(O)C>[OH2:5].[CH2:13]([O:15][CH2:16][CH2:17][N:18]1[C:22]2=[N:23][CH:24]=[CH:25][CH:26]=[C:21]2[N:20]=[C:19]1[NH:27][CH:28]1[CH2:29][CH2:30][N:31]([CH2:2][CH2:3][S:4]([C:7]2[CH:12]=[CH:11][CH:10]=[CH:9][CH:8]=2)(=[O:6])=[O:5])[CH2:32][CH2:33]1)[CH3:14].[CH2:13]([O:15][CH2:16][CH2:17][N:18]1[C:22]2=[N:23][CH:24]=[CH:25][CH:26]=[C:21]2[N:20]=[C:19]1[NH:27][CH:28]1[CH2:29][CH2:30][N:31]([CH2:2][CH2:3][S:4]([C:7]2[CH:12]=[CH:11][CH:10]=[CH:9][CH:8]=2)(=[O:6])=[O:5])[CH2:32][CH2:33]1)[CH3:14] |f:2.3,5.6.7|. Reported procedure: A mixture of 3.7 parts of [(2-bromoethyl)sulfonyl]benzene, 4.34 parts of 3-(2-ethoxyethyl)-N-(4-piperidinyl)-3H-imidazo[4,5-b]pyridin-2-amine, 2.5 parts of sodium hydrogen carbonate and 120 parts of ethanol was stirred for 2 hours at reflux temperature. The reaction mixture was filtered over diatomaceous earth and the filtrate was evaporated. The residue was taken up in water and the product was extracted with 4-methyl-2-pentanone. The extract was dried, filtered and evaporated. The residue was ... Starting materials: N=C1SC(=CN1C1=CC(=CC=C1)C(F)(F)F)C (2-imino-3-(3-trifluoromethylphenyl)-5-methylthiazoline), C(C)NCC (diethylamine), CN(C=O)C (N,N-dimethylformamide), FC(C(=C(F)F)F)(F)F (hexafluoropropene). Conditions: time 3.5 hour. Product: FC(C(=O)N=C1SC(=CN1C1=CC(=CC=C1)C(F)(F)F)C)C(F)(F)F (2-(2,3,3,3-tetrafluoropropanoylimino)-3-(3-trifluoromethylphenyl)-5-methylthiazoline). Yield: 77.0%. Reaction SMILES: [NH:1]=[C:2]1[N:6]([C:7]2[CH:12]=[CH:11][CH:10]=[C:9]([C:13]([F:16])([F:15])[F:14])[CH:8]=2)[CH:5]=[C:4]([CH3:17])[S:3]1.C(NCC)C.[F:23][C:24]([F:31])([F:30])[C:25]([F:29])=[C:26](F)F.CN(C)C=[O:35]>>[F:29][CH:25]([C:24]([F:31])([F:30])[F:23])[C:26]([N:1]=[C:2]1[N:6]([C:7]2[CH:12]=[CH:11][CH:10]=[C:9]([C:13]([F:16])([F:14])[F:15])[CH:8]=2)[CH:5]=[C:4]([CH3:17])[S:3]1)=[O:35]. Procedure details: A solution of 2-imino-3-(3-trifluoromethylphenyl)-5-methylthiazoline (1.29 g, 5.0 mmol) and diethylamine (0.51 g, 7.0 mmol) in N,N-dimethylformamide (10 ml) charged in a reaction flask was reacted with hexafluoropropene in the flask atmosphere, which was supplied from a balloon to the flask, with vigorous stirring at room temperature for 3.5 hours. After completion of the reaction, the reaction mixture was subjected to a similar post-treatment as described above, which afforded 2-(2,3,3,3-tetraf... Starting materials: CC(=O)OC(C)=O, CN(C)C(=O)C1(C)CN(C(=O)Nc2ccc(Cl)cc2)N=C1c1ccc(Cl)cc1, [H-], [H][H], [Na+], C1CCOC1. The product is CC(=O)N(C(=O)N1CC(C)(C(=O)N(C)C)C(c2ccc(Cl)cc2)=N1)c1ccc(Cl)cc1. RXN SMILES: [CH3:33][C:34](=[O:35])[O:36][C:37](=[O:38])[CH3:39].[Cl:3][c:4]1[cH:5][cH:6][c:7]([NH:10][C:11](=[O:12])[N:13]2[N:14]=[C:15]([c:24]3[cH:25][cH:26][c:27]([Cl:30])[cH:28][cH:29]3)[C:16]([CH3:18])([C:19]([N:20]([CH3:21])[CH3:22])=[O:23])[CH2:17]2)[cH:8][cH:9]1.[H-:1].[H:31][H:32].[Na+:2].[O:40]1[CH2:41][CH2:42][CH2:43][CH2:44]1>>[Cl:3][c:4]1[cH:5][cH:6][c:7]([N:10]([C:11](=[O:12])[N:13]2[N:14]=[C:15]([c:24]3[cH:25][cH:26][c:27]([Cl:30])[cH:28][cH:29]3)[C:16]([CH3:18])([C:19]([N:20]([CH3:21])[CH3:22])=[O:23])[CH2:17]2)[C:34]([CH3:33])=[O:35])[cH:8][cH:9]1. The reactants are COC1c2cccc(Br)c2CC1C, CN(C)c1ccccc1-c1ccccc1P(C(C)(C)C)C(C)(C)C, COC1c2cccc(O)c2CC1C, Cc1ccccc1, [K+], [K+], [K+], O, O=P([O-])([O-])[O-]. The product is COC1c2cccc(Oc3cccc4c3CC(C)C4OC)c2CC1C. RXN SMILES: [Br:1][c:2]1[c:3]2[c:7]([cH:8][cH:9][cH:10]1)[CH:6]([O:11][CH3:12])[CH:5]([CH3:13])[CH2:4]2.[C:35]([P:36]([C:37]([CH3:38])([CH3:39])[CH3:40])[c:41]1[cH:42][cH:43][cH:44][cH:45][c:46]1-[c:47]1[cH:48][cH:49][cH:50][cH:51][c:52]1[N:53]([CH3:54])[CH3:55])([CH3:56])([CH3:57])[CH3:58].[CH3:14][O:15][CH:16]1[CH:17]([CH3:26])[CH2:18][c:19]2[c:20]([OH:25])[cH:21][cH:22][cH:23][c:24]21.[CH3:60][c:61]1[cH:62][cH:63][cH:64][cH:65][cH:66]1.[K+:32].[K+:33].[K+:34].[OH2:59].[P:27]([O-:28])([O-:29])([O-:30])=[O:31]>>[c:2]1([O:25][c:20]2[c:19]3[c:24]([cH:23][cH:22][cH:21]2)[CH:16]([O:15][CH3:14])[CH:17]([CH3:26])[CH2:18]3)[c:3]2[c:7]([cH:8][cH:9][cH:10]1)[CH:6]([O:11][CH3:12])[CH:5]([CH3:13])[CH2:4]2.